This data is from the Open Reaction Database (ORD), a public repository of structured organic reaction records. The task is: describe an organic reaction: reactants, conditions, products, and yield The reactants are N#Cc1cc(F)c(Nc2cc(C3CC3)[nH]n2)nc1F, CC(N)c1ncc(F)cc1F. As a reaction SMILES: [CH:1]1([c:4]2[cH:5][c:6]([NH:9][c:10]3[n:11][c:12]([F:19])[c:13]([C:14]#[N:15])[cH:16][c:17]3[F:18])[n:7][nH:8]2)[CH2:2][CH2:3]1.[F:20][c:21]1[c:22]([CH:28]([CH3:29])[NH2:30])[n:23][cH:24][c:25]([F:27])[cH:26]1>>[CH:1]1([c:4]2[cH:5][c:6]([NH:9][c:10]3[n:11][c:12]([NH:30][CH:28]([c:22]4[c:21]([F:20])[cH:26][c:25]([F:27])[cH:24][n:23]4)[CH3:29])[c:13]([C:14]#[N:15])[cH:16][c:17]3[F:18])[n:7][nH:8]2)[CH2:2][CH2:3]1. Yields the product CC(Nc1nc(Nc2cc(C3CC3)[nH]n2)c(F)cc1C#N)c1ncc(F)cc1F. Starting materials: NC1=NC(=CC(=N1)C1=CC(=C(C#N)C=C1)F)N1C[C@@H](CCC1)N (4-{2-amino-6-[(3R)-3-amino-1-piperidinyl]-4-pyrimidinyl}-2-fluorobenzonitrile), C(=O)(O)[O-].[Na+] (NaHCO3). Solvent: O (water), C1CCOC1 (THF). Run at time 8 hour. Yields the product C1(=CC=CC=C1)COC(N[C@H]1CN(CCC1)C1=NC(=NC(=C1)C1=CC(=C(C=C1)C#N)F)N)=O (Phenylmethyl{(3R)-1-[2-amino-6-(4-cyano-3-fluorophenyl)-4-pyrimidinyl]-3-piperidinyl}carbamate). RXN SMILES: [NH2:1][C:2]1[N:7]=[C:6]([C:8]2[CH:15]=[CH:14][C:11]([C:12]#[N:13])=[C:10]([F:16])[CH:9]=2)[CH:5]=[C:4]([N:17]2[CH2:22][CH2:21][CH2:20][C@@H:19]([NH2:23])[CH2:18]2)[N:3]=1.[C:24]([O-:27])(O)=[O:25].[Na+]>C1COCC1.O>[C:8]1([CH2:6][O:27][C:24](=[O:25])[NH:23][C@@H:19]2[CH2:20][CH2:21][CH2:22][N:17]([C:4]3[CH:5]=[C:6]([C:8]4[CH:15]=[CH:14][C:11]([C:12]#[N:13])=[C:10]([F:16])[CH:9]=4)[N:7]=[C:2]([NH2:1])[N:3]=3)[CH2:18]2)[CH:15]=[CH:14][CH:11]=[CH:10][CH:9]=1 |f:1.2|. Reported procedure: To 4-{2-amino-6-[(3R)-3-amino-1-piperidinyl]-4-pyrimidinyl}-2-fluorobenzonitrile (125 mg, 0.324 mmol) in THF (4 mL) and saturated NaHCO3 (2 mL) was added phenylmethyl chloridocarbonate (0.055 mL, 0.389 mmol), and the resulting mixture was stirred at room temperature overnight. The reaction was diluted with water (10 mL), then extracted with EtOAc (3×10 mL). The organic was combined, washed with saturated NaCl solution, dried over MgSO4, filtered and concentrated to afford the crude title compoun... The reactants are CC(C)=O, [I-], [K+], COC(=O)C(C(=O)CCl)N1C(=O)C(N2C(=O)c3ccccc3C2=O)C1SSc1nc2ccccc2s1. Product: COC(=O)C1C(=O)CSC2C(N3C(=O)c4ccccc4C3=O)C(=O)N12. RXN SMILES: [CH3:39][C:40](=[O:41])[CH3:42].[I-:38].[K+:37].[s:1]1[c:2]2[cH:3][cH:4][cH:5][cH:6][c:7]2[n:8][c:9]1[S:10][S:11][CH:12]1[CH:13]([N:26]2[C:27](=[O:36])[c:28]3[c:29]([cH:32][cH:33][cH:34][cH:35]3)[C:30]2=[O:31])[C:14](=[O:25])[N:15]1[CH:16]([C:17]([CH2:18][Cl:19])=[O:20])[C:21](=[O:22])[O:23][CH3:24]>>[S:11]1[CH:12]2[CH:13]([N:26]3[C:27](=[O:36])[c:28]4[c:29]([cH:32][cH:33][cH:34][cH:35]4)[C:30]3=[O:31])[C:14](=[O:25])[N:15]2[CH:16]([C:21](=[O:22])[O:23][CH3:24])[C:17](=[O:20])[CH2:18]1.